This data is from the Open Reaction Database (ORD), a public repository of structured organic reaction records. The task is: describe an organic reaction: reactants, conditions, products, and yield Reactants: BrCC#CCN1C(C=2C(C1=O)=CC=CC2)=O (N-(4-bromo-2-butynyl)phthalimide), N1C=NC=C1.[Na] (sodium imidazole). Run in CN(C=O)C (dimethylformamide). Yields the product C1(NC(C2=CC=CC=C12)=O)=O (1H-isoindole-1,3(2H)-dione). Reaction SMILES: BrCC#CC[N:6]1[C:10](=[O:11])[C:9]2=[CH:12][CH:13]=[CH:14][CH:15]=[C:8]2[C:7]1=[O:16].N1C=CN=C1.[Na]>CN(C)C=O>[C:7]1(=[O:16])[C:8]2[C:9](=[CH:12][CH:13]=[CH:14][CH:15]=2)[C:10](=[O:11])[NH:6]1 |f:1.2,^1:21|. Procedure: A mixture of 27.8 g. of N-(4-bromo-2-butynyl)phthalimide, 9.0 g. of sodium imidazole and 150 ml. of dimethylformamide is heated at 80° C. for 3 hours and then concentrated to remove the solvent. The residue is extracted with 500 ml. of hot toluene and the toluene layer is concentrated to a viscous oil which is further purified by HPLC, developed with ethyl acetate to obtain 2-[4-(1H-imidazol-1-yl)-2-butynyl)]-1H-isoindole-1,3(2H)-dione, m.p. 139°-141° C. Yields the product CN1CCCC(c2ccccc2)c2[nH]c3ccccc3c2CC1. Reactants: COCC(C)O, C[N+]12CCCC1(c1ccccc1)c1[nH]c3ccccc3c1CC2, CCCCCC, CCCCCC, [I-], [Li], N, c1ccccc1. RXN SMILES: [CH3:26][O:27][CH2:28][CH:29]([OH:30])[CH3:31].[CH3:2][N+:3]12[CH2:4][CH2:5][CH2:6][C:7]1([c:19]1[cH:20][cH:21][cH:22][cH:23][cH:24]1)[c:8]1[nH:9][c:10]3[cH:11][cH:12][cH:13][cH:14][c:15]3[c:16]1[CH2:17][CH2:18]2.[CH3:33][CH2:34][CH2:35][CH2:36][CH2:37][CH3:38].[CH3:39][CH2:40][CH2:41][CH2:42][CH2:43][CH3:44].[I-:1].[Li:25].[NH3:32].[cH:45]1[cH:46][cH:47][cH:48][cH:49][cH:50]1>>[CH3:2][N:3]1[CH2:4][CH2:5][CH2:6][CH:7]([c:19]2[cH:20][cH:21][cH:22][cH:23][cH:24]2)[c:8]2[nH:9][c:10]3[cH:11][cH:12][cH:13][cH:14][c:15]3[c:16]2[CH2:17][CH2:18]1. The reactants are CCOC(C)=O, CC(=O)C=CC(CCC(C)=O)C(C)C, [Pd]. The product is CC(=O)CCC(CCC(C)=O)C(C)C. As a reaction SMILES: [CH3:15][CH2:16][O:17][C:18](=[O:19])[CH3:20].[CH:1]([CH3:2])([CH3:3])[CH:4]([CH:5]=[CH:6][C:7]([CH3:8])=[O:9])[CH2:10][CH2:11][C:12]([CH3:13])=[O:14].[Pd:21]>>[CH:1]([CH3:2])([CH3:3])[CH:4]([CH2:5][CH2:6][C:7]([CH3:8])=[O:9])[CH2:10][CH2:11][C:12]([CH3:13])=[O:14]. The reactants are ClCCl, CC(C)C(=CO)C(c1ccc(F)cc1)c1ccc(F)cc1, O=[Cr](=O)([O-])Cl, c1cc[nH+]cc1. The product is CC(C)C(C=O)=C(c1ccc(F)cc1)c1ccc(F)cc1. Reaction SMILES: [Cl:33][CH2:34][Cl:35].[F:1][c:2]1[cH:3][cH:4][c:5]([CH:8]([C:9](=[CH:10][OH:11])[CH:12]([CH3:13])[CH3:14])[c:15]2[cH:16][cH:17][c:18]([F:21])[cH:19][cH:20]2)[cH:6][cH:7]1.[O:22]=[Cr:23]([Cl:24])([O-:25])=[O:26].[nH+:27]1[cH:28][cH:29][cH:30][cH:31][cH:32]1>>[F:1][c:2]1[cH:3][cH:4][c:5]([C:8](=[C:9]([CH:10]=[O:11])[CH:12]([CH3:13])[CH3:14])[c:15]2[cH:16][cH:17][c:18]([F:21])[cH:19][cH:20]2)[cH:6][cH:7]1. The reactants are CC(C)C[O-], CO, COCCOC, [C-]#[N+]CS(=O)(=O)c1ccc(C)cc1, Cn1c2cc(Cl)ccc2c2c(C=O)nn(-c3ccccc3)c(=O)c21, [K+]. Product: Cn1c2cc(Cl)ccc2c2c(CC#N)nn(-c3ccccc3)c(=O)c21. Reaction SMILES: [CH3:1][CH:2]([CH3:3])[CH2:4][O-:5].[CH3:44][OH:45].[CH3:46][O:47][CH2:48][CH2:49][O:50][CH3:51].[CH3:7][c:8]1[cH:9][cH:10][c:11]([S:12](=[O:14])(=[O:15])[CH2:17][N+:18]#[C-:13])[cH:16][cH:19]1.[Cl:20][c:21]1[cH:22][cH:23][c:24]2[c:25]3[c:26]([n:27]([CH3:30])[c:28]2[cH:29]1)[c:31](=[O:43])[n:32](-[c:37]1[cH:38][cH:39][cH:40][cH:41][cH:42]1)[n:33][c:34]3[CH:35]=[O:36].[K+:6]>>[C:17](#[N:18])[CH2:35][c:34]1[c:25]2[c:24]3[cH:23][cH:22][c:21]([Cl:20])[cH:29][c:28]3[n:27]([CH3:30])[c:26]2[c:31](=[O:43])[n:32](-[c:37]2[cH:38][cH:39][cH:40][cH:41][cH:42]2)[n:33]1. Starting materials: Cl.CC(C(N)=N)C (2-methylpropanimidamide hydrochloride), ClC(Cl)(Cl)S (perchloromethyl mercaptan), [OH-].[Na+] (sodium hydroxide). Run in ClCCl (dichloromethane), O (water). Yields the product ClC1=NC(=NS1)C(C)C (5-Chloro-3-isopropyl-1,2,4-thiadiazole). Yield: 46.0%. RXN SMILES: Cl.[CH3:2][CH:3]([CH3:7])[C:4](=[NH:6])[NH2:5].[Cl:8][C:9]([SH:12])(Cl)Cl.[OH-].[Na+]>ClCCl.O>[Cl:8][C:9]1[S:12][N:5]=[C:4]([CH:3]([CH3:7])[CH3:2])[N:6]=1 |f:0.1,3.4|. Reported procedure: To a solution of 2-methylpropanimidamide hydrochloride (2.00 g, 16.3 mmol) and perchloromethyl mercaptan (1.75 ml, 16.3 mmol) in dichloromethane (40 ml) was added dropwise a solution of sodium hydroxide (3.26 g, 81.5 mmol) in water (6 ml) under ice-cooling. Then, the reaction mixture was stirred under ice-cooling for 1 hour and at room temperature for 1 hour. The organic layer was separated, washed with water, and then dried over anhydrous magnesium sulfate. The solvent was distilled off under r... As a reaction SMILES: [Br:1][c:2]1[cH:3][cH:4][c:5]([O:6][CH2:7][O:8][CH2:9][CH2:10][Si:11]([CH3:12])([CH3:13])[CH3:14])[cH:15][c:16]1[CH3:17].[CH3:18][O:19][c:20]1[c:21]([O:30][CH2:31][O:32][CH2:33][CH2:34][Si:35]([CH3:36])([CH3:37])[CH3:38])[cH:22][c:23]([CH3:29])[c:24]([B:26]([OH:27])[OH:28])[cH:25]1>>[cH:20]1[c:21]([O:30][CH2:31][O:32][CH2:33][CH2:34][Si:35]([CH3:36])([CH3:37])[CH3:38])[cH:22][c:23]([CH3:29])[c:24]([B:26]([OH:27])[OH:28])[cH:25]1. Starting materials: Cc1cc(OCOCC[Si](C)(C)C)ccc1Br, COc1cc(B(O)O)c(C)cc1OCOCC[Si](C)(C)C. The product is Cc1cc(OCOCC[Si](C)(C)C)ccc1B(O)O.